From a dataset of the Open Reaction Database (ORD), a public repository of structured organic reaction records. describe an organic reaction: reactants, conditions, products, and yield Starting materials: Cc1nnc2c3cc(-c4ccccc4)c(-c4ccc(C5(N(C(=O)[O-])C(C)(C)C)CCC5)cc4)nc3ccn12, CCOC(C)=O, CO, ClCCl, Cl. Product: Cl, Cc1nnc2c3cc(-c4ccccc4)c(-c4ccc(C5(N)CCC5)cc4)nc3ccn12. As a reaction SMILES: [C:1]([N:5]([C:2](=[O:3])[O-:4])[C:9]1([c:13]2[cH:14][cH:15][c:16](-[c:19]3[n:20][c:21]4[cH:22][cH:23][n:24]5[c:25]([c:26]4[cH:27][c:28]3-[c:29]3[cH:30][cH:31][cH:32][cH:33][cH:34]3)[n:35][n:36][c:37]5[CH3:38])[cH:17][cH:18]2)[CH2:10][CH2:11][CH2:12]1)([CH3:6])([CH3:7])[CH3:8].[CH3:40][CH2:41][O:42][C:43]([CH3:44])=[O:45].[CH3:46][OH:47].[Cl:48][CH2:49][Cl:50].[ClH:39]>>[ClH:39].[NH2:5][C:9]1([c:13]2[cH:14][cH:15][c:16](-[c:19]3[n:20][c:21]4[cH:22][cH:23][n:24]5[c:25]([c:26]4[cH:27][c:28]3-[c:29]3[cH:30][cH:31][cH:32][cH:33][cH:34]3)[n:35][n:36][c:37]5[CH3:38])[cH:17][cH:18]2)[CH2:10][CH2:11][CH2:12]1. Reactants: ( w ), ( w ), ( w ), ( w ), ( s ), ( m ), ( m ), Formula IX, ( m ), B(Br)(Br)Br (BBr3), ( m ), ( w ), ( m ), ClC1C(CC2=C(C(C=C(C(N2)=O)OC)=O)C1C)Cl (7,8-dichloro-3-methoxy-6-methyl-6,7,8,9-tetrahydro-1H-1-benzazepine-2,5-dione), [K+].[Br-] (KBr), ( m ), ( m ), ( w ), C(=O)(O)[O-].[Na+] (NaHCO3), ( m ), ( w ), ( m ), ( w ), ( w ), ( w ), ( m ), ( w ), ( w ), ( w ), ( m ), ( m ), ( w ), ( m ), ( m ), ( w ), ( m ), ( w ). The solvent is C(Cl)Cl (CH2Cl2), C(Cl)Cl (CH2Cl2). Run at time 1 hour. The product is ClC1C(CC2=C(C(C=C(C(N2)=O)O)=O)C1C)Cl (7,8-dichloro-3-hydroxy-6-methyl-6,7,8,9-tetrahydro-1H-1-benzazepine-2,5-dione). As a reaction SMILES: [Cl:1][CH:2]1[CH:16]([CH3:17])[C:6]2[C:7](=[O:15])[CH:8]=[C:9]([O:13]C)[C:10](=[O:12])[NH:11][C:5]=2[CH2:4][CH:3]1[Cl:18].B(Br)(Br)Br.C([O-])(O)=O.[Na+].[K+].[Br-]>C(Cl)Cl>[Cl:1][CH:2]1[CH:16]([CH3:17])[C:6]2[C:7](=[O:15])[CH:8]=[C:9]([OH:13])[C:10](=[O:12])[NH:11][C:5]=2[CH2:4][CH:3]1[Cl:18] |f:2.3,4.5|. Reported procedure: To a stirred suspension of 7,8-dichloro-3-methoxy-6-methyl-6,7,8,9-tetrahydro-1H-1-benzazepine-2,5-dione (120 mg, 413 μmol) in dry CH2Cl2 (20 mL, distilled from CaH2) under N2, there was added a solution of BBr3 in CH2Cl2 (2.5 mL, 1M, Aldrich) in one portion over 5 seconds at rt. The suspension immediately turned green. The reaction was allowed to stir under N2 at rt for 1 h. The reaction was added to saturated NaHCO3 (50 mL) and the resulting pale pink suspension was vigorously stirred for 15 m...